Task: describe an organic reaction: reactants, conditions, products, and yield. Dataset: the Open Reaction Database (ORD), a public repository of structured organic reaction records The reactants are lower alkyl, BrC=1C=C(C=CC1)O (3-bromo phenol), [H-].[Na+] (sodium hydride), acid chloride, CC(=CC(=O)O)C (3,3-dimethylacrylic acid), Compound 11, substituted acrylic acid, Compound 11, BrC=1C=C(C=CC1)O (3-bromo phenol), C1(=CC=CC=C1)OC(C=C)=O (phenyl-acrylate), BrC=1C=C(C=CC1)O (3-bromo phenol), BrC=1C=C(C=CC1)O (3-bromo phenol), BrC=1C=C(C=CC1)O (3-bromo phenol), C1(=CC=CC=C1)OC(C=C)=O (phenyl-acrylate), BrC=1C=C(C=CC1)O (3-bromo phenol), acid chloride. The reagents and catalysts are [Al+3].[Cl-].[Cl-].[Cl-] (AlCl3). Run in C(Cl)Cl (methylene chloride), O1CCCC1 (tetrahydrofuran). Product: BrC1=CC=C2CCC(OC2=C1)=O (7-bromo-2-oxo-chroman), O=C1OC2=CC=CC=C2CC1 (2-oxo-chroman). As a reaction SMILES: [Br:1][C:2]1[CH:3]=[C:4]([OH:8])[CH:5]=[CH:6][CH:7]=1.C[C:10](C)=[CH:11][C:12](O)=[O:13].[H-].[Na+].[C:18]1([O:24][C:25](=[O:28])[CH:26]=[CH2:27])[CH:23]=[CH:22][CH:21]=[CH:20][CH:19]=1>[Al+3].[Cl-].[Cl-].[Cl-].C(Cl)Cl.O1CCCC1>[Br:1][C:2]1[CH:3]=[C:4]2[C:5]([CH2:10][CH2:11][C:12](=[O:13])[O:8]2)=[CH:6][CH:7]=1.[O:28]=[C:25]1[CH2:26][CH2:27][C:23]2[C:18](=[CH:19][CH:20]=[CH:21][CH:22]=2)[O:24]1 |f:2.3,5.6.7.8|. Reported procedure: Thus, in accordance with Reaction Scheme 6, 3-bromo phenol, or a 3-bromo phenol substituted in the 4 (para) position by an alkyl substituent (Compound 7) is acylated with an acylating agent, such as the acid chloride (Compound 11) derived from 3,3-dimethylacrylic acid or from another appropriately substituted acrylic acid (R1 ' and R2 ' is either H or lower alkyl). The acylation of the 3-bromo-phenol (Compound 7) with the acid chloride (Compound 11) is preferably conducted in the presence of a s...